From a dataset of the Open Reaction Database (ORD), a public repository of structured organic reaction records. describe an organic reaction: reactants, conditions, products, and yield Reactants: NC1=NOC(=N1)NC1=C(C=CC=C1Cl)Cl (3-amino-5-(2,6-dichlorophenylamino)-1,2,4-oxadiazole), [Na] (sodium), CI (methyl iodide). The solvent is CO (methanol). Reaction conditions: time 24 hour. Product: NC1=NOC(=N1)N(C)C1=C(C=CC=C1Cl)Cl (3-amino-5-[N-(2,6-dichlorophenyl)-N-methyl-amino]-1,2,4-oxadiazole). RXN SMILES: [NH2:1][C:2]1[N:6]=[C:5]([NH:7][C:8]2[C:13]([Cl:14])=[CH:12][CH:11]=[CH:10][C:9]=2[Cl:15])[O:4][N:3]=1.[Na].[CH3:17]I>CO>[NH2:1][C:2]1[N:6]=[C:5]([N:7]([C:8]2[C:13]([Cl:14])=[CH:12][CH:11]=[CH:10][C:9]=2[Cl:15])[CH3:17])[O:4][N:3]=1 |^1:15|. Reported procedure: 3.0 g (0.012 mole) 3-amino-5-(2,6-dichlorophenylamino)-1,2,4-oxadiazole were added to a solution of 0.6 g (0.025 mole) sodium in 100 ml methanol, and 1.6 ml (0.024 mole) methyl iodide are added in drops and stirred for 24 hours at room temperature. The solvent is distilled off under vacuum, the residue taken up in methylene chloride, extracted with water and, after evaporation of the solvent, 2.8 g of the N-methyl compound, which has an mp. of 177°-178° C. after recrystallization from acetic est... Starting materials: ClC=1C=2N(C3=CC=CC=C3N1)C(=NN2)CC (4-chloro-1-ethyl [1,2,4]triazolo[4,3-a]quinoxaline), C1(CCCC1)N (cyclopentanamine), C1(=CC=CC=C1)N (benzenamine), ClC=1C=2N(C3=CC=CC=C3N1)C(=NN2)C (4-chloro-1-methyl[1,2,4]triazolo[4,3-a]quinoxaline). The product is C(C)C1=NN=C2N1C1=CC=CC=C1N=C2NC2=CC=CC=C2 (1-Ethyl-N-phenyl[1,2,4]triazolo[4,3-a]quinoxalin-4-amine). RXN SMILES: Cl[C:2]1[C:3]2[N:4]([C:12]([CH2:15][CH3:16])=[N:13][N:14]=2)[C:5]2[C:10]([N:11]=1)=[CH:9][CH:8]=[CH:7][CH:6]=2.[C:17]1([NH2:23])[CH:22]=[CH:21][CH:20]=[CH:19][CH:18]=1.ClC1C2N(C(C)=NN=2)C2C(N=1)=CC=CC=2.C1(N)CCCC1>>[CH2:15]([C:12]1[N:4]2[C:5]3[C:10]([N:11]=[C:2]([NH:23][C:17]4[CH:22]=[CH:21][CH:20]=[CH:19][CH:18]=4)[C:3]2=[N:14][N:13]=1)=[CH:9][CH:8]=[CH:7][CH:6]=3)[CH3:16]. Procedure details: The title compound was prepared essentially as described in Example 2 substituting 4-chloro-1-ethyl [1,2,4]triazolo[4,3-a]quinoxaline and benzenamine for 4-chloro-1-methyl[1,2,4]triazolo[4,3-a]quinoxaline and cyclopentanamine respectively; mp 172°-174° C. Starting materials: C1(CCCC1)NC1=NC(=NC(=C1C)C)NCC1=NC=CC=C1 (N4-cyclopentyl-5,6-dimethyl-N2-(pyridin-2-ylmethyl)pyrimidine-2,4-diamine), CC1=CC(=NO1)N (5-methylisoxazol-3-amine). Yields the product CC=1C(=NC(=NC1C)NCC1=NC=CC=C1)NC1=NOC(=C1)C (5,6-dimethyl-N4-(5-methyl-1,2-oxazol-3-yl)-N2-(pyridin-2-ylmethyl)pyrimidine-2,4-diamine). Reaction SMILES: [CH:1]1([NH:6][C:7]2[C:12]([CH3:13])=[C:11]([CH3:14])[N:10]=[C:9]([NH:15][CH2:16][C:17]3[CH:22]=[CH:21][CH:20]=[CH:19][N:18]=3)[N:8]=2)C[CH2:4][CH2:3][CH2:2]1.CC1[O:28][N:27]=C(N)C=1>>[CH3:13][C:12]1[C:7]([NH:6][C:1]2[CH:2]=[C:3]([CH3:4])[O:28][N:27]=2)=[N:8][C:9]([NH:15][CH2:16][C:17]2[CH:22]=[CH:21][CH:20]=[CH:19][N:18]=2)=[N:10][C:11]=1[CH3:14]. Reported procedure: The titled compound was synthesized according to the procedure described for preparation of N4-cyclopentyl-5,6-dimethyl-N2-(pyridin-2-ylmethyl)pyrimidine-2,4-diamine (Example 29) using 5-methylisoxazol-3-amine instead of cyclopentanamine. The crude material was purified by column chromatography eluting with mixture of chloroform/ethanol/20% water solution of ammonia (200:10:1), and then the final product was washed with diethyl ether to afford the titled compound as a white solid. 1H NMR (300 MH... The reactants are COCCN(CCOC)S(F)(F)F, CCO, ClCCl, N#CCC1(n2cc(-c3ncnc4[nH]ccc34)cn2)CC(O)C1. Product: N#CCC1(n2cc(-c3ncnc4[nH]ccc34)cn2)CC(F)C1. RXN SMILES: [CH3:23][O:24][CH2:25][CH2:26][N:27]([CH2:28][CH2:30][O:31][CH3:32])[S:33]([F:29])([F:34])[F:35].[CH3:36][CH2:37][OH:38].[Cl:39][CH2:40][Cl:41].[OH:1][CH:2]1[CH2:3][C:4]([n:6]2[n:7][cH:8][c:9](-[c:11]3[c:12]4[c:13]([n:14][cH:15][n:16]3)[nH:17][cH:18][cH:19]4)[cH:10]2)([CH2:20][C:21]#[N:22])[CH2:5]1>>[CH:2]1([F:29])[CH2:3][C:4]([n:6]2[n:7][cH:8][c:9](-[c:11]3[c:12]4[c:13]([n:14][cH:15][n:16]3)[nH:17][cH:18][cH:19]4)[cH:10]2)([CH2:20][C:21]#[N:22])[CH2:5]1. Starting materials: C(C)(C)(C)OC(N(C=1C=2N(C=CN1)C(=CN2)C2=NC(=NC=C2)SC)C(C)C)=O (Isopropyl-[3-(2-methylsulfanyl-pyrimidin-4-yl)-imidazo[1,2-a]pyrazin-8-yl]-carbamic acid tert-butyl ester), C(C)(C)N (isopropylamine). Yields the product C(C)(C)NC=1C=2N(C=CN1)C(=CN2)C2=NC(=NC=C2)NC(C)C (Isopropyl-[3-(2-isopropylamino-pyrimidin-4-yl)-imidazo[1,2-a]pyrazin-8-yl]-amine). RXN SMILES: C(OC(=O)[N:7]([CH:25]([CH3:27])[CH3:26])[C:8]1[C:9]2[N:10]([C:14]([C:17]3[CH:22]=[CH:21][N:20]=[C:19](SC)[N:18]=3)=[CH:15][N:16]=2)[CH:11]=[CH:12][N:13]=1)(C)(C)C.[CH:29]([NH2:32])([CH3:31])[CH3:30]>>[CH:25]([NH:7][C:8]1[C:9]2[N:10]([C:14]([C:17]3[CH:22]=[CH:21][N:20]=[C:19]([NH:32][CH:29]([CH3:31])[CH3:30])[N:18]=3)=[CH:15][N:16]=2)[CH:11]=[CH:12][N:13]=1)([CH3:26])[CH3:27]. Procedure: Isopropyl-[3-(2-isopropylamino-pyrimidin-4-yl)-imidazo[1,2-a]pyrazin-8-yl]-amine was prepared by a process analogous to that described in Example 12 starting from isopropyl-[3-(2-methylsulfanyl-pyrimidin-4-yl)-imidazo[1,2-a]pyrazin-8-yl]-carbamic acid tert-butyl ester (from Example 11 supra), and isopropylamine. LC-MS: [M+H]+ 312.3. As a reaction SMILES: [C:17]([c:18]1[cH:19][cH:20][cH:21][cH:22][cH:23]1)(=[O:24])[N:25]1[CH2:26][CH2:27][C:28](=[O:31])[CH2:29][CH2:30]1.[CH3:32][C:33](=[O:34])[OH:35].[Cl:1][c:2]1[cH:3][cH:4][c:5]([O:6][c:7]2[c:8]([CH2:9][NH2:10])[cH:11][cH:12][cH:13][cH:14]2)[cH:15][cH:16]1>>[Cl:1][c:2]1[cH:3][cH:4][c:5]([O:6][c:7]2[c:8]([CH2:9][NH:10][CH:28]3[CH2:27][CH2:26][N:25]([C:17]([c:18]4[cH:19][cH:20][cH:21][cH:22][cH:23]4)=[O:24])[CH2:30][CH2:29]3)[cH:11][cH:12][cH:13][cH:14]2)[cH:15][cH:16]1. Reactants: O=C1CCN(C(=O)c2ccccc2)CC1, CC(=O)O, NCc1ccccc1Oc1ccc(Cl)cc1. Product: O=C(c1ccccc1)N1CCC(NCc2ccccc2Oc2ccc(Cl)cc2)CC1.